From a dataset of the Open Reaction Database (ORD), a public repository of structured organic reaction records. describe an organic reaction: reactants, conditions, products, and yield The reactants are OCC1OC2=C(OC1)C=CC(=C2C)C(=O)O (3-hydroxymethyl-5-methyl-2,3-dihydrobenzo[1,4]dioxine-6-carboxylic acid), C1CCOC1 (THF), C1(=CC=CC2=CC=CC=C12)[C@@H](C)N ((R)-(+)-1-(1-naphthyl)ethylamine), Cl.CN(CCCN=C=NCC)C (1-(3-dimethylaminopropyl)-3-ethylcarbodiimide hydrochloride). Reagents/catalysts: O (water). The solvent is CCOCC (ether). The product is C1(=CC=CC2=CC=CC=C12)C(C)NC(=O)C1=C(C2=C(OCC(O2)CO)C=C1)C (3-hydroxymethyl-5-methyl-2,3-dihydro-benzo[1,4]dioxine-6-carboxylic acid (1-naphthalen-1-yl-ethyl)-amide). Reaction SMILES: [OH:1][CH2:2][CH:3]1[CH2:8][O:7][C:6]2[CH:9]=[CH:10][C:11]([C:14]([OH:16])=O)=[C:12]([CH3:13])[C:5]=2[O:4]1.C1COCC1.[C:22]1([C@H:32]([NH2:34])[CH3:33])[C:31]2[C:26](=[CH:27][CH:28]=[CH:29][CH:30]=2)[CH:25]=[CH:24][CH:23]=1.Cl.CN(C)CCCN=C=NCC>O.CCOCC>[C:22]1([CH:32]([NH:34][C:14]([C:11]2[CH:10]=[CH:9][C:6]3[O:7][CH2:8][CH:3]([CH2:2][OH:1])[O:4][C:5]=3[C:12]=2[CH3:13])=[O:16])[CH3:33])[C:31]2[C:26](=[CH:27][CH:28]=[CH:29][CH:30]=2)[CH:25]=[CH:24][CH:23]=1 |f:3.4|. Procedure: To a round bottom flask equipped with magnetic stirring and a nitrogen inlet was added 3-hydroxymethyl-5-methyl-2,3-dihydrobenzo[1,4]dioxine-6-carboxylic acid (2.00 g, 8.92 mmol), THF (45 mL), (R)-(+)-1-(1-naphthyl)ethylamine (2.23 mL, 8.92 mmol), and finally 1-(3-dimethylaminopropyl)-3-ethylcarbodiimide hydrochloride (EDC) (1.53 g, 9.81 mmol). This mixture was stirred at room temperature for 36 hours. A few drops of water were added and the mixture stirred for 5 minutes. The reaction was dilute... Starting materials: CN(C(=O)OC(C)(C)C)CCO (2-[N-methyl-N-(t-butoxycarbonyl)amino]ethanol), C1(=CC=CC=C1)P(C1=CC=CC=C1)C1=CC=CC=C1 (triphenyl phosphine), N1N=CN=C1 (1,2,4-triazole), CCOC(=O)/N=N/C(=O)OCC (diethylazodicarboxylate). Solvent: C(Cl)Cl (DCM). Conditions: time 1 hour. Product: CN(C(=O)OC(C)(C)C)CCN1N=CN=C1 (1-{2-[N-Methyl-N-(t-butoxycarbonyl)amino]ethyl}-1,2,4-triazole). Reaction SMILES: [CH3:1][N:2]([CH2:10][CH2:11]O)[C:3]([O:5][C:6]([CH3:9])([CH3:8])[CH3:7])=[O:4].C1(P(C2C=CC=CC=2)C2C=CC=CC=2)C=CC=CC=1.[NH:32]1[CH:36]=[N:35][CH:34]=[N:33]1.CCOC(/N=N/C(OCC)=O)=O>C(Cl)Cl>[CH3:1][N:2]([CH2:10][CH2:11][N:32]1[CH:36]=[N:35][CH:34]=[N:33]1)[C:3]([O:5][C:6]([CH3:9])([CH3:8])[CH3:7])=[O:4]. Procedure: To a cooled solution (ice bath) of 2-[N-methyl-N-(t-butoxycarbonyl)amino]ethanol (J. Med. Chem., 1999, 42(11), 2007-2020; 5 g, 28 mmol), triphenyl phosphine (9.35 g, 36 mmol) and 1,2,4-triazole (1.64 g, 24 mmol) in DCM (30 ml) was added diethylazodicarboxylate (5.64 ml, 35.7 mmol) dropwise. The ice bath was removed and the reaction mixture allowed to stir at room temperature for 1 hour. The precipitate was discarded and the filtrate was concentrated and purified by flash chromatography, eluting ... Starting materials: ClC1=C(C=CC(=C1)[N+](=O)[O-])CCO (2-(2-chloro-4-nitrophenyl)-ethanol), C(C)(C)N(C(C)C)CC (N,N-diisopropyl-ethylamine), COCCl (chloromethyl methyl ether), ice water. Run in ClCCl (dichloromethane). Run at time 18 hour. The product is ClC=1C=C(N)C=CC1CCOCOC (3-chloro-4-[2-(methoxy-methoxy)ethyl]aniline). RXN SMILES: [Cl:1][C:2]1[CH:7]=[C:6]([N+:8]([O-])=O)[CH:5]=[CH:4][C:3]=1[CH2:11][CH2:12][OH:13].C(N(CC)C(C)C)(C)C.[CH3:23][O:24][CH2:25]Cl>ClCCl>[Cl:1][C:2]1[CH:7]=[C:6]([CH:5]=[CH:4][C:3]=1[CH2:11][CH2:12][O:13][CH2:23][O:24][CH3:25])[NH2:8]. Reported procedure: To a stirred solution of 2-(2-chloro-4-nitrophenyl)-ethanol (2.9 g) in dichloromethane (20 ml) were added N,N-diisopropyl-ethylamine (3.0 ml) and chloromethyl methyl ether (1.2 ml) under ice-cooling, and the mixture was stirred for 18 hours at room temperature. The reaction mixture was poured into ice-water and extracted with ethyl acetate. The extract was washed with brine and dried over anhydrous magnesium sulfate, and the solvent was removed under reduced pressure. The residue was dissolved i...